Dataset: the Open Reaction Database (ORD), a public repository of structured organic reaction records. Task: describe an organic reaction: reactants, conditions, products, and yield Reactants: C(C)(C)OC(=O)N1CCC(CC1)OC1=NC=NC(=C1C)Cl (4-(6-chloro-5-methyl-pyrimidin-4-yloxy)-piperidine-1-carboxylic acid isopropyl ester), CC(C)([O-])C.[Na+] (sodium tert-butoxide), BrC1=CC(=C(C=C1F)N)F (4-bromo-2,5-difluoro-phenylamine). The reagents and catalysts are C(C)(=O)[O-].[Pd+2].C(C)(=O)[O-] (palladium acetate), C1(=CC(=CC=C1)P(C(C)(C)C)C(C)(C)C)C1=CC=CC=C1 (biphenyl-3-yl-di-tert-butyl-phosphane). Solvent: O1CCOCC1 (dioxane). Conditions: temperature 120 celsius. Yields the product C(C)(C)OC(=O)N1CCC(CC1)OC1=NC=NC(=C1C)NC1=C(C=C(C(=C1)F)Br)F (4-[6-(4-Bromo-2,5-difluoro-phenylamino)-5-methyl-pyrimidin-4-yloxy]-piperidine-1-carboxylic acid isopropyl ester). Yield: 41.0%. Reaction SMILES: [CH:1]([O:4][C:5]([N:7]1[CH2:12][CH2:11][CH:10]([O:13][C:14]2[C:19]([CH3:20])=[C:18](Cl)[N:17]=[CH:16][N:15]=2)[CH2:9][CH2:8]1)=[O:6])([CH3:3])[CH3:2].CC(C)([O-])C.[Na+].[Br:28][C:29]1[C:34]([F:35])=[CH:33][C:32]([NH2:36])=[C:31]([F:37])[CH:30]=1>O1CCOCC1.C([O-])(=O)C.[Pd+2].C([O-])(=O)C.C1(C2C=CC=CC=2)C=CC=C(P(C(C)(C)C)C(C)(C)C)C=1>[CH:1]([O:4][C:5]([N:7]1[CH2:12][CH2:11][CH:10]([O:13][C:14]2[C:19]([CH3:20])=[C:18]([NH:36][C:32]3[CH:33]=[C:34]([F:35])[C:29]([Br:28])=[CH:30][C:31]=3[F:37])[N:17]=[CH:16][N:15]=2)[CH2:9][CH2:8]1)=[O:6])([CH3:3])[CH3:2] |f:1.2,5.6.7|. Procedure details: A mixture of 4-(6-chloro-5-methyl-pyrimidin-4-yloxy)-piperidine-1-carboxylic acid isopropyl ester (1.03 g, 3.28 mmol), palladium acetate (74 mg, 0.33 mmol), biphenyl-3-yl-di-tert-butyl-phosphane (9.7 mg, 0.033 mmol), sodium tert-butoxide (708 mg, 7.36 mmol), and 4-bromo-2,5-difluoro-phenylamine (706 mg, 3.39 mmol) in 15 mL dioxane was heated in microwave for 1 hour at 120° C. Solids were filtered off and mixture was purified by column chromatography (hexane/AcOEt) and crystallized from hexane/Ac...